Dataset: the Open Reaction Database (ORD), a public repository of structured organic reaction records. Task: describe an organic reaction: reactants, conditions, products, and yield Starting materials: C(C)(C)(C)OC(NC1=C(C=C(C=C1)I)[N+](=O)[O-])=O ((4-Iodo-2-nitro-phenyl)-carbamic acid tert.-butyl ester), FC1=C(C=CC=C1)B(O)O (2-fluorobenzene boronic acid). Product: C(C)(C)(C)OC(NC1=C(C=C(C=C1)C1=C(C=CC=C1)F)[N+](=O)[O-])=O ((2′-Fluoro-3-nitro-biphenyl-4-yl)-carbamic acid tert.-butyl ester). As a reaction SMILES: [C:1]([O:5][C:6](=[O:18])[NH:7][C:8]1[CH:13]=[CH:12][C:11](I)=[CH:10][C:9]=1[N+:15]([O-:17])=[O:16])([CH3:4])([CH3:3])[CH3:2].[F:19][C:20]1[CH:25]=[CH:24][CH:23]=[CH:22][C:21]=1B(O)O>>[C:1]([O:5][C:6](=[O:18])[NH:7][C:8]1[CH:13]=[CH:12][C:11]([C:21]2[CH:22]=[CH:23][CH:24]=[CH:25][C:20]=2[F:19])=[CH:10][C:9]=1[N+:15]([O-:17])=[O:16])([CH3:4])([CH3:3])[CH3:2]. Procedure details: Prepared from (4-iodo-2-nitro-phenyl)-carbamic acid tert.-butyl ester (Example A1) and 2-fluorobenzene boronic acid according to the general procedure B. Obtained as a yellow solid (1.48 g).